Dataset: the Open Reaction Database (ORD), a public repository of structured organic reaction records. Task: describe an organic reaction: reactants, conditions, products, and yield Reactants: [OH-].[Na+] (NaOH), NCC(=O)NCC1CCN(CC1)C(=O)OC(C)(C)C (4-{(glycylamino)methyl}-1-(tert-butoxycarbonyl)piperidine), NC1=C(C(=O)O)C=C(C=C1)Cl (2-amino-5-chlorobenzoic acid), CCN=C=NCCCN(C)C (EDCI), C=1C=CC2=C(C1)N=NN2O (HOBt). Conditions: time 3 hour. Solvent: C(Cl)Cl (CH2Cl2). Yield: 78.3%. Product: NC1=C(C(=O)NCC(=O)NCC2CCN(CC2)C(=O)OC(C)(C)C)C=C(C=C1)Cl (4-[{(N-(2-amino-5-chlorobenzoyl)glycyl)amino}methyl]-1-(tert-butoxycarbonyl)piperidine). As a reaction SMILES: [NH2:1][CH2:2][C:3]([NH:5][CH2:6][CH:7]1[CH2:12][CH2:11][N:10]([C:13]([O:15][C:16]([CH3:19])([CH3:18])[CH3:17])=[O:14])[CH2:9][CH2:8]1)=[O:4].[NH2:20][C:21]1[CH:29]=[CH:28][C:27]([Cl:30])=[CH:26][C:22]=1[C:23](O)=[O:24].CCN=C=NCCCN(C)C.C1C=CC2N(O)N=NC=2C=1.[OH-].[Na+]>C(Cl)Cl>[NH2:20][C:21]1[CH:29]=[CH:28][C:27]([Cl:30])=[CH:26][C:22]=1[C:23]([NH:1][CH2:2][C:3]([NH:5][CH2:6][CH:7]1[CH2:8][CH2:9][N:10]([C:13]([O:15][C:16]([CH3:19])([CH3:18])[CH3:17])=[O:14])[CH2:11][CH2:12]1)=[O:4])=[O:24] |f:4.5|. Procedure: A solution of 4-{(glycylamino)methyl}-1-(tert-butoxycarbonyl)piperidine (1.33 g, 4.90 mmol) in CH2Cl2 (25 mL) was treated with EtN (0.75 mL, 5.4 mmol), 2-amino-5-chlorobenzoic acid (840 mg, 4.9 mmol), EDCI (940 mg, 4.9 mmol) and HOBt (660 mg, 4.9 mmol). After the reaction mixture was stirred at room temperature for 3 h, 2 N aqueous NaOH solution (20 mL) was added. The organic layer was separated, and the aqueous layer was extracted with dichloromethane (20 mL×3). The combined organic layers were... Starting materials: C(#N)C=1C=C2C=CNC2=CC1 (5-cyanoindole), C(C)(C)(C)OC(=O)N1S(OC[C@@H]1C)(=O)=O ((S)-4-Methyl-2,2-dioxo-oxathiazolidine-3-carboxylic acid tert-butyl ester). The product is C(C)(C)(C)OC(N[C@H](CN1C=CC2=CC(=CC=C12)C#N)C)=O ((S)-[2-(5-Cyano-indol-1-yl)-1-methyl-ethyl]-carbamic acid tert-butyl ester). RXN SMILES: [C:1]([C:3]1[CH:4]=[C:5]2[C:9](=[CH:10][CH:11]=1)[NH:8][CH:7]=[CH:6]2)#[N:2].[C:12]([O:16][C:17]([N:19]1[C@@H:23]([CH3:24])[CH2:22]OS1(=O)=O)=[O:18])([CH3:15])([CH3:14])[CH3:13]>>[C:12]([O:16][C:17](=[O:18])[NH:19][C@@H:23]([CH3:22])[CH2:24][N:8]1[C:9]2[C:5](=[CH:4][C:3]([C:1]#[N:2])=[CH:11][CH:10]=2)[CH:6]=[CH:7]1)([CH3:15])([CH3:14])[CH3:13]. Procedure details: This compound was obtained according to example 4, step A1 from 5-cyanoindole (500 mg) and (S)-4-methyl-2,2-dioxo-[1,2,3]oxathiazolidine-3-carboxylic acid tert-butyl ester IV (1.0 g). Yield: 1.09 g, yellow solid. Starting materials: CCOC(C)=O, [H][H], Cc1ccc(-n2nc(-c3ccc(NS(=O)(=O)c4ccc([N+](=O)[O-])cc4)cc3)cc2N)cc1. Yields the product Cc1ccc(-n2nc(-c3ccc(NS(=O)(=O)c4ccc(N)cc4)cc3)cc2N)cc1. RXN SMILES: [CH3:35][CH2:36][O:37][C:38]([CH3:39])=[O:40].[H:33][H:34].[c:1]1([CH3:32])[cH:2][cH:3][c:4](-[n:7]2[n:8][c:9](-[c:13]3[cH:14][cH:15][c:16]([NH:19][S:20](=[O:21])(=[O:22])[c:23]4[cH:24][cH:25][c:26]([N+:29]([O-:30])=[O:31])[cH:27][cH:28]4)[cH:17][cH:18]3)[cH:10][c:11]2[NH2:12])[cH:5][cH:6]1>>[c:1]1([CH3:32])[cH:2][cH:3][c:4](-[n:7]2[n:8][c:9](-[c:13]3[cH:14][cH:15][c:16]([NH:19][S:20](=[O:21])(=[O:22])[c:23]4[cH:24][cH:25][c:26]([NH2:29])[cH:27][cH:28]4)[cH:17][cH:18]3)[cH:10][c:11]2[NH2:12])[cH:5][cH:6]1. Starting materials: C1(=CC=CC=C1)N(C(=O)OCC12C(C3=C(CCC1)C=CC=C3)(O2)OCC(=O)OCC)C2=CC=CC=C2 (ethyl {[6-(N,N-diphenyl-carbamoyloxy)methyl-5,6-epoxy-6,7,8,9-tetrahydro-5H-benzo-cyclohepten-5-yl]oxy}acetate), C1(=CC=CC=C1)N(C(=O)OCC12CC3=C(CCC1O2)C(=CC=C3)OCC(=O)OCC)C3=CC=CC=C3 (ethyl {[6-(N,N-diphenyl-carbamoyloxy) methyl-6,7-epoxy-6,7,8,9-tetrahydro-5H-benzo-cyclohepten-1-yl]oxy}acetate). Reagents/catalysts: [Pd] (Pd—C). Run in CCOC(=O)C (EtOAc). Conditions: time 6 hour. Product: C1(=CC=CC=C1)N(C(=O)OCC1(CC2=C(CCC1)C(=CC=C2)OCC(=O)OCC)O)C2=CC=CC=C2 (ethyl {[6-(N,N-diphenylcarbamoyloxy)methyl-6-hydroxy-6,7,8,9-tetrahydro-5H-benzocyclohepten-1-yl]oxy}acetate), C1(=CC=CC=C1)N(C(=O)OCC12CC3=C(CCC1O2)C(=CC=C3)OCC(=O)OCC)C3=CC=CC=C3 (ethyl {[6-(N,N-diphenylcarbamoyloxy) methyl-6,7-epoxy-6,7,8,9-tetrahydro-5H-benzocyclohepten-1-yl]oxy}acetate). Reaction SMILES: C1(N(C2C=CC=CC=2)C(OCC23OC2(OCC(OCC)=O)C2C=CC=CC=2CCC3)=O)C=CC=CC=1.[C:37]1([N:43]([C:67]2[CH:72]=[CH:71][CH:70]=[CH:69][CH:68]=2)[C:44]([O:46][CH2:47][C:48]23[O:55][CH:54]2[CH2:53][CH2:52][C:51]2[C:56]([O:60][CH2:61][C:62]([O:64][CH2:65][CH3:66])=[O:63])=[CH:57][CH:58]=[CH:59][C:50]=2[CH2:49]3)=[O:45])[CH:42]=[CH:41][CH:40]=[CH:39][CH:38]=1>CCOC(C)=O.[Pd]>[C:37]1([N:43]([C:67]2[CH:68]=[CH:69][CH:70]=[CH:71][CH:72]=2)[C:44]([O:46][CH2:47][C:48]2([OH:55])[CH2:54][CH2:53][CH2:52][C:51]3[C:56]([O:60][CH2:61][C:62]([O:64][CH2:65][CH3:66])=[O:63])=[CH:57][CH:58]=[CH:59][C:50]=3[CH2:49]2)=[O:45])[CH:38]=[CH:39][CH:40]=[CH:41][CH:42]=1.[C:67]1([N:43]([C:37]2[CH:42]=[CH:41][CH:40]=[CH:39][CH:38]=2)[C:44]([O:46][CH2:47][C:48]23[O:55][CH:54]2[CH2:53][CH2:52][C:51]2[C:56]([O:60][CH2:61][C:62]([O:64][CH2:65][CH3:66])=[O:63])=[CH:57][CH:58]=[CH:59][C:50]=2[CH2:49]3)=[O:45])[CH:68]=[CH:69][CH:70]=[CH:71][CH:72]=1. Reported procedure: To a solution of a mixture of ethyl {[6-(N,N-diphenyl-carbamoyloxy)methyl-5,6-epoxy-6,7,8,9-tetrahydro-5H-benzo-cyclohepten-5-yl]oxy}acetate and ethyl {[6-(N,N-diphenyl-carbamoyloxy) methyl-6,7-epoxy-6,7,8,9-tetrahydro-5H-benzo-cyclohepten-1-yl]oxy}acetate (265 mg) in EtOAc (13 ml) was added 10% Pd—C (wet) (80 mg). The mixture was stirred under hydrogen atmosphere at room temperature for 6 hours. After removal of the catalyst by filtration, the filtrate was evaporated. The residue was purified b... Reactants: BrCCCCCCCCCCC(=O)O (11-bromoundecanoic acid), [BH4-].[Na+] (NaBH4), [BH4-].[Na+] (Sodium Borohydride). The solvent is C1CCOC1 (THF), COCCOCCOC (diglyme), C1CCOC1 (THF). Conditions: time 0.5 hour. Yields the product BrCCCCCCCCCCCO (11-bromoundecanol). The yield is 99.1%. Reaction SMILES: [BH4-].[Na+].[Br:3][CH2:4][CH2:5][CH2:6][CH2:7][CH2:8][CH2:9][CH2:10][CH2:11][CH2:12][CH2:13][C:14](O)=[O:15]>COCCOCCOC.C1COCC1>[Br:3][CH2:4][CH2:5][CH2:6][CH2:7][CH2:8][CH2:9][CH2:10][CH2:11][CH2:12][CH2:13][CH2:14][OH:15] |f:0.1|. Procedure: Sodium Borohydride (28.8 g, 0.76 mole) was dissolved in diglyme (700 ml) and THF (300 ml) and the solution cooled to 20° (dissolution of the NaBH4 is slightly exothermic). BF3OEt2 (145 g, 1.02 mole) was then added dropwise, with external cooling, at such a rate to keep the temperature of the mixture below 15°. After the addition was complete the mixture was stirred for 0.5 hour at 10°. This reducing agent was then added slowly to a solution of 11-bromoundecanoic acid (200 g, 0.76 mole) in THF (4...